This data is from the Open Reaction Database (ORD), a public repository of structured organic reaction records. The task is: describe an organic reaction: reactants, conditions, products, and yield Reactants: CC(CCO)CCCC(CCCC(CCCC(C)C)C)C (3,7,11,15-tetramethyl-1-hexadecanol), Br (hydrobromic acid), S(O)(O)(=O)=O (sulfuric acid). The solvent is O (water). Reaction conditions: temperature 100 celsius. The product is BrCCC(CCCC(CCCC(CCCC(C)C)C)C)C (1-bromo-3,7,11,15-tetramethylhexadecane). The yield is 84.0%. As a reaction SMILES: [CH3:1][CH:2]([CH2:6][CH2:7][CH2:8][CH:9]([CH3:21])[CH2:10][CH2:11][CH2:12][CH:13]([CH3:20])[CH2:14][CH2:15][CH2:16][CH:17]([CH3:19])[CH3:18])[CH2:3][CH2:4]O.[BrH:22].S(=O)(=O)(O)O>O>[Br:22][CH2:4][CH2:3][CH:2]([CH3:1])[CH2:6][CH2:7][CH2:8][CH:9]([CH3:21])[CH2:10][CH2:11][CH2:12][CH:13]([CH3:20])[CH2:14][CH2:15][CH2:16][CH:17]([CH3:19])[CH3:18]. Reported procedure: To a mixture of 40.0 g (134 mmol) of 3,7,11,15-tetramethyl-1-hexadecanol and 400 mL of 48% hydrobromic acid was slowly added 40 mL of concentrated sulfuric acid. The reaction mixture was heated at 100° C. for 24 h and poured into 1.2 L of water. The mixture was extracted with hexanes, and the combined organic phases were washed with saturated aqueous NaHCO3 and dried over MgSO4. The solution was concentrated to a dark liquid, which was eluted through 3 inches (7.6 cm) of silica with hexanes. Con... Starting materials: C(C1=CC=CC=C1)(=O)N1CCC2(CC(C3=C(S2)SC=C3)=O)CC1 (1-benzoylspiro(piperidine-4,6'-(6H)thieno[2,3-b]thiopyran)-4'-(5'H)-one), Cl (HCl). Run in C(C)O (ethanol). Yields the product Cl.S1C=CC2=C1SC1(CC2=O)CCNCC1 (Spiro(piperidine-4,6'-(6H)-thieno[2,3-b]thiopyran)-4'(5'H)-one hydrochloride). As a reaction SMILES: C([N:9]1[CH2:23][CH2:22][C:12]2([S:17][C:16]3[S:18][CH:19]=[CH:20][C:15]=3[C:14](=[O:21])[CH2:13]2)[CH2:11][CH2:10]1)(=O)C1C=CC=CC=1.[ClH:24]>C(O)C>[ClH:24].[S:18]1[C:16]2[S:17][C:12]3([CH2:22][CH2:23][NH:9][CH2:10][CH2:11]3)[CH2:13][C:14](=[O:21])[C:15]=2[CH:20]=[CH:19]1 |f:3.4|. Reported procedure: A solution of 14 g (40.99 mmol) of 1-benzoylspiro(piperidine-4,6'-(6H)thieno[2,3-b]thiopyran)-4'-(5'H)-one in 150 ml of ethanol was treated with 50 ml of 6 N HCl and heated at reflux for 2 days. The reaction was cooled to room temperature and the solid collected by filtration. The solid was dried overnight in vacuo to give 9.03 g of the product. mp=280° C. The reactants are CC(=O)OCCc1ccc(C(C)=O)cc1Cl, CO, Cl. Product: CC(=O)c1ccc(CCO)c(Cl)c1. As a reaction SMILES: [C:1](=[O:2])([CH3:3])[O:4][CH2:5][CH2:6][c:7]1[c:8]([Cl:16])[cH:9][c:10]([C:13]([CH3:14])=[O:15])[cH:11][cH:12]1.[CH3:18][OH:19].[ClH:17]>>[OH:4][CH2:5][CH2:6][c:7]1[c:8]([Cl:16])[cH:9][c:10]([C:13]([CH3:14])=[O:15])[cH:11][cH:12]1. Reactants: COC(C1=CC(=C(C(=C1)CC)O)CC)=O (3,5-diethyl-4-hydroxybenzoic acid methyl ester), S(=O)(=O)(OC)OC (dimethyl sulfate), [OH-].[Na+] (sodium hydroxide), O (water). Run in CCOCC (ether). Yields the product COC(C1=CC(=C(C(=C1)CC)OC)CC)=O (3,5-diethyl-4-methoxybenzoic acid methyl ester). As a reaction SMILES: [CH3:1][O:2][C:3](=[O:15])[C:4]1[CH:9]=[C:8]([CH2:10][CH3:11])[C:7]([OH:12])=[C:6]([CH2:13][CH3:14])[CH:5]=1.[OH-].[Na+].O.S(OC)(O[CH3:23])(=O)=O>CCOCC>[CH3:1][O:2][C:3](=[O:15])[C:4]1[CH:9]=[C:8]([CH2:10][CH3:11])[C:7]([O:12][CH3:23])=[C:6]([CH2:13][CH3:14])[CH:5]=1 |f:1.2|. Procedure: To a cooled solution of 16.2 g. (0.078 mol.) of 3,5-diethyl-4-hydroxybenzoic acid methyl ester and 4.0 g. (0.1 mol.) of sodium hydroxide in 100 ml. of water is added 9.8 g. (7.3 ml., 0.079 mol.) of dimethyl sulfate. The reaction mixture is refluxed for 2 hours. After cooling, ether is added and the layers are separated. The organic phase is washed with water, dilute sulfuric acid and water, dried (Na2SO4) and concentrated to give 3,5-diethyl-4-methoxybenzoic acid methyl ester. Reactants: [H][H] (hydrogen), CC1N(CCC(C1(CCCO)C)C)CC1=CC=CC=C1 (2,3,4-trimethyl-l-(phenylmethyl)-3-piperidinepropanol), [H][H] (hydrogen). The reagents and catalysts are [Pd] (palladium on carbon). Solvent: C(C)O (ethanol). Yields the product CC1NCCC(C1(CCCO)C)C (2.3.4-trimethyl-3-piperidinepropanol). The yield is 82.4%. Reaction SMILES: [CH3:1][CH:2]1[C:7]([CH3:12])([CH2:8][CH2:9][CH2:10][OH:11])[CH:6]([CH3:13])[CH2:5][CH2:4][N:3]1CC1C=CC=CC=1.[H][H]>[Pd].C(O)C>[CH3:1][CH:2]1[C:7]([CH3:12])([CH2:8][CH2:9][CH2:10][OH:11])[CH:6]([CH3:13])[CH2:5][CH2:4][NH:3]1. Procedure: A mixture of 2,3,4-trimethyl-l-(phenylmethyl)-3-piperidinepropanol (45.0 g, 163 mmol), ethanol (200 mL) and 10% palladium on carbon (4.5 g) was placed on a Parr hydrogenator at 50 psi of hydrogen pressure until hydrogen uptake ceased. The catalyst was removed by filtration and the filtrate was concentrated in vacuo. The residue was crystallized from ether to afford 24.9 g (82%) of 2.3.4-trimethyl-3-piperidinepropanol. The product was recrystallized from ethyl acetate and had a melting point of 8... The reactants are C=C1CC(C(=O)OCCC)C1, CSC, CO, O=[O+][O-]. Product: CCCOC(=O)C1CC(=O)C1. RXN SMILES: [CH2:4]=[C:5]1[CH2:6][CH:7]([C:9](=[O:10])[O:11][CH2:12][CH2:13][CH3:14])[CH2:8]1.[CH3:15][S:16][CH3:17].[CH3:18][OH:19].[O-:1][O+:2]=[O:3]>>[O:1]=[C:5]1[CH2:6][CH:7]([C:9](=[O:10])[O:11][CH2:12][CH2:13][CH3:14])[CH2:8]1. Starting materials: C(C)(C)N(C(C)C)CC (N,N-diisopropylethylamine), N[C@@H](CCSC)C(=O)C(=O)OCC1=CC=CC=C1 (Metz), acetamidrazone hydriodide, I.C(C)(=N)SC (methyl ethanimidothioate hydriodide), O=C1CN(CCC1=O)C(=O)OC(C)(C)C (tert-Butyl 3,4-dioxopiperidine-1-carboxylate), amidrazone. The solvent is C(C)O (ethanol). Run at time 10 minute. Product: CC=1N=NC2=C(N1)CCN(C2)C(=O)OC(C)(C)C (tert-Butyl 3-methyl-5,8-dihydropyrido[4,3-e][1,2,4]triazine-7(6H)-carboxylate). As a reaction SMILES: [NH2:1][C@H:2]([C:7]([C:9](OCC1C=CC=CC=1)=O)=O)[CH2:3][CH2:4]SC.I.[C:20](SC)(=[NH:22])[CH3:21].C([N:28](CC)C(C)C)(C)C.O=C1C(=O)CC[N:37]([C:42]([O:44][C:45]([CH3:48])([CH3:47])[CH3:46])=[O:43])C1>C(O)C>[CH3:21][C:20]1[N:22]=[N:28][C:7]2[CH2:9][N:37]([C:42]([O:44][C:45]([CH3:48])([CH3:47])[CH3:46])=[O:43])[CH2:4][CH2:3][C:2]=2[N:1]=1 |f:1.2|. Reported procedure: In analogy to a general literature method (Neunhoeffer and Metz, Liebigs Ann. Chem., 1476-1495 (1983)), a solution of 377 mg (1.88 mmol) of acetamidrazone hydriodide (ethanimidohydrazide hydriodide), prepared from methyl ethanimidothioate hydriodide (Singh et al., Indian J. Chem., 21B: 272-273 (1982)) according to the procedure of Zelenin et al., J. Gen. Chem. USSR, 18: 1410-1415 (1982) in 10 mL of absolute ethanol was treated with 0.36 mL (268 mg, 2.07 mmol) of N,N-diisopropylethylamine, and th...